describe an organic reaction: reactants, conditions, products, and yield From a dataset of the Open Reaction Database (ORD), a public repository of structured organic reaction records. Reactants: CC1=C(C(=C2C(=N1)SC1=C2CCCC1)C1=CC=C(C=C1)C)C(C(=O)OC)C(CC)C (methyl [2-methyl-4-(p-tolyl)-5,6,7,8-tetrahydro[1]benzothieno[2,3-b]pyridin-3-yl]-3-methypentanoate), [OH-].[Na+] (sodium hydroxide). Run in CO (methanol). Run at temperature 60 celsius. Product: CC1=C(C(=C2C(=N1)SC1=C2CCCC1)C1=CC=C(C=C1)C)C(C(=O)O)C(CC)C (2-[2-Methyl-4-(p-tolyl)-5,6,7,8-tetrahydro[1]benzothieno[2,3-b]pyridin-3-yl]-3-methylpentanoic acid). Yield: 36.4%. Reaction SMILES: [CH3:1][C:2]1[N:7]=[C:6]2[S:8][C:9]3[CH2:14][CH2:13][CH2:12][CH2:11][C:10]=3[C:5]2=[C:4]([C:15]2[CH:20]=[CH:19][C:18]([CH3:21])=[CH:17][CH:16]=2)[C:3]=1[CH:22]([CH:27]([CH3:30])[CH2:28][CH3:29])[C:23]([O:25]C)=[O:24].[OH-].[Na+]>CO>[CH3:1][C:2]1[N:7]=[C:6]2[S:8][C:9]3[CH2:14][CH2:13][CH2:12][CH2:11][C:10]=3[C:5]2=[C:4]([C:15]2[CH:16]=[CH:17][C:18]([CH3:21])=[CH:19][CH:20]=2)[C:3]=1[CH:22]([CH:27]([CH3:30])[CH2:28][CH3:29])[C:23]([OH:25])=[O:24] |f:1.2|. Procedure details: To a solution of methyl [2-methyl-4-(p-tolyl)-5,6,7,8-tetrahydro[1]benzothieno[2,3-b]pyridin-3-yl]-3-methypentanoate (0.108 g; 0.256 mmol) in methanol (2.5 mL) was added a solution of sodium hydroxide 5 N (0.5 mL) and the mixture was heated at 60° C. for 18 h. After cooling, the reaction mixture was concentrated under reduced pressure. The residue was dissolved in ethyl acetate and the mixture was acidified with HCl (1N) until pH 1. The organic layer was washed with brine, water, dried over magn... Starting materials: NC1=NC=C(C(=N1)N)CC1=CC(=C(C(=C1)OC)OC)O (2,4-diamino-5-(3-hydroxy-4,5-dimethoxybenzyl)pyrimidine), C([C@@H](C(=O)O)O)C(=O)O (L-(-)-malic acid), [OH-].[NH4+] (ammonium hydroxide). Run in ice water, polyphosphoric acid. Product: NC1=NC=C(C(=N1)N)CC1=CC(=C(C2=C1C=CC(O2)=O)OC)OC (2,4-Diamino-5-(7,8-dimethoxy-2-oxo-2H-1-benzopyran-5-ylmethyl)pyrimidine). Reaction SMILES: [NH2:1][C:2]1[N:7]=[C:6]([NH2:8])[C:5]([CH2:9][C:10]2[CH:15]=[C:14]([O:16][CH3:17])[C:13]([O:18][CH3:19])=[C:12]([OH:20])[CH:11]=2)=[CH:4][N:3]=1.[CH2:21](C(O)=O)[C@H:22](O)[C:23](O)=[O:24].[OH-].[NH4+]>>[NH2:1][C:2]1[N:7]=[C:6]([NH2:8])[C:5]([CH2:9][C:10]2[C:11]3[CH:21]=[CH:22][C:23](=[O:24])[O:20][C:12]=3[C:13]([O:18][CH3:19])=[C:14]([O:16][CH3:17])[CH:15]=2)=[CH:4][N:3]=1 |f:2.3|. Procedure: A mixture of 1.38 g (0.005 mole) of 2,4-diamino-5-(3-hydroxy-4,5-dimethoxybenzyl)pyrimidine and 1.01 g (0.0075 mole) of L-(-)-malic acid in polyphosphoric acid (30 g) was heated at 90°-100° for 4 hours. The resulting clear syrup was poured into ice-water (150 mL) and basified (pH 8) with conc'd ammonium hydroxide. The title compound was filtered off and washed with ethanol. Yield, 0.26 g (16%); m.p. 278°-280° dec; structure confirmed by 13C and 1H NMR and mass spectra. Anal. Calcd. for C16H18N4O... The reactants are BrC=1C=C2N(N=CC(=C2Cl)C(=O)N)C1 (6-bromo-4-chloropyrrolo[1,2-b]pyridazine-3-carboxamide), ClC1=NC=C(C=N1)C#N (2-chloropyrimidine-5-carbonitrile), C([O-])([O-])=O.[K+].[K+] (potassium carbonate), I.BrC=1C=C2N(N=CC(=C2N[C@@H]2CNC[C@@H]2CC)C(=O)N)C1 (6-bromo-4-(((3S,4S)-4-ethylpyrrolidin-3-yl)amino)pyrrolo[1,2-b]pyridazine-3-carboxamide hydroiodide). Run at time 10 minute. Product: BrC=1C=C2N(N=CC(=C2N[C@@H]2CN(C[C@@H]2CC)C2=NC=C(C=N2)C#N)C(=O)N)C1 (6-bromo-4-(((3S,4S)-1-(5-cyanopyrimidin-2-yl)-4-ethylpyrrolidin-3-yl)amino)pyrrolo[1,2-b]pyridazine-3-carboxamide). The yield is 84.0%. As a reaction SMILES: I.[Br:2][C:3]1[CH:4]=[C:5]2[C:10]([NH:11][C@H:12]3[C@@H:16]([CH2:17][CH3:18])[CH2:15][NH:14][CH2:13]3)=[C:9]([C:19]([NH2:21])=[O:20])[CH:8]=[N:7][N:6]2[CH:22]=1.BrC1C=C2C(Cl)=C(C(N)=O)C=NN2C=1.Cl[C:38]1[N:43]=[CH:42][C:41]([C:44]#[N:45])=[CH:40][N:39]=1.C(=O)([O-])[O-].[K+].[K+]>>[Br:2][C:3]1[CH:4]=[C:5]2[C:10]([NH:11][C@H:12]3[C@@H:16]([CH2:17][CH3:18])[CH2:15][N:14]([C:38]4[N:43]=[CH:42][C:41]([C:44]#[N:45])=[CH:40][N:39]=4)[CH2:13]3)=[C:9]([C:19]([NH2:21])=[O:20])[CH:8]=[N:7][N:6]2[CH:22]=1 |f:0.1,4.5.6|. Procedure: A mixture of 6-bromo-4-(((3S,4S)-4-ethylpyrrolidin-3-yl)amino)pyrrolo[1,2-b]pyridazine-3-carboxamide hydroiodide (0.250 g, 0.521 mmol, prepared from Intermediates 2 and 8 using the methods in Example 52 and Step 1 of Example 158), 2-chloropyrimidine-5-carbonitrile (0.087 g, 0.625 mmol), and potassium carbonate (0.216 g, 1.562 mmol) in a sealed vial was placed in a 90° C. heating block for 3 h. The mixture was triturated with water (5 mL). The resulting suspension was stirred for 10 min and filte... Reactants: ClC1=CC=C(C=C1)N1N=C2C=C(C(=CC2=C1C(=O)NC)C1CC1)[N+](=O)[O-] (2-(4-Chlorophenyl)-5-cyclopropyl-N-methyl-6-nitro-2H-indazole-3-carboxamide). The reagents and catalysts are [Ni] (Raney nickel). Run in C1CCOC1 (THF), CO (MeOH), CO (MeOH). Run at temperature 60 celsius, time 2 hour. Product: NC=1C(=CC2=C(N(N=C2C1)C1=CC=C(C=C1)Cl)C(=O)NC)C1CC1 (6-Amino-2-(4-chlorophenyl)-5-cyclopropyl-N-methyl-2H-indazole-3-carboxamide). Isolated yield 83.7%. Reaction SMILES: [Cl:1][C:2]1[CH:7]=[CH:6][C:5]([N:8]2[C:16]([C:17]([NH:19][CH3:20])=[O:18])=[C:15]3[C:10]([CH:11]=[C:12]([N+:24]([O-])=O)[C:13]([CH:21]4[CH2:23][CH2:22]4)=[CH:14]3)=[N:9]2)=[CH:4][CH:3]=1>C1COCC1.CO.[Ni]>[NH2:24][C:12]1[C:13]([CH:21]2[CH2:23][CH2:22]2)=[CH:14][C:15]2[C:10]([CH:11]=1)=[N:9][N:8]([C:5]1[CH:4]=[CH:3][C:2]([Cl:1])=[CH:7][CH:6]=1)[C:16]=2[C:17]([NH:19][CH3:20])=[O:18]. Reported procedure: To a solution of (vii) (127 mg, 0.34 mmol) in THF (2.5 mL) and MeOH (7.5 mL) was added Raney nickel (20 mg) and the reaction stirred vigorously under hydrogen atmosphere at 60° C. for 2 h. The reaction was diluted with MeOH (40 mL), filtered and then concentrated to dryness to give (viii) (97 mg, 83%). ESI-MS m/z calculated for [M+H]+: 341.1. found: 341.0. 1H NMR (400 MHz, d6-DMSO) δ 7.58-7.47 (m, 4H), 7.23 (s, 1H), 6.64 (m, 1H), 2.85-2.76 (m, 3H), 1.82-1.72 (m, 1H), 0.96-0.89 (m, 2H), 0.64-0.55... Starting materials: C(=C)C1(CCN(CC1)C(=O)OC(C)(C)C)COCC1=CC=CC=C1 (1,1-dimethylethyl 4-ethenyl-4-(phenylmethoxymethyl)-1-piperidinecarboxylate), C[N+]1(CCOCC1)[O-] (N-methylmorpholine-N-oxide), O (water), S(=O)(=O)(O)[O-].[Na+] (sodium hydrogen sulphate). The reagents and catalysts are [Os](=O)(=O)(=O)=O (Osmium tetroxide). Solvent: O1CCCC1 (tetrahydrofuran). Run at time 24 hour. Yields the product OC(CO)C1(CCN(CC1)C(=O)OC(C)(C)C)COCC1=CC=CC=C1 ((RS)-1,1-Dimethylethyl 4-(1,2-Dihydroxyethyl)-4-(phenylmethoxymethyl)-1-piperidinecarboxylate). The yield is 96.0%. RXN SMILES: [CH:1]([C:3]1([CH2:16][O:17][CH2:18][C:19]2[CH:24]=[CH:23][CH:22]=[CH:21][CH:20]=2)[CH2:8][CH2:7][N:6]([C:9]([O:11][C:12]([CH3:15])([CH3:14])[CH3:13])=[O:10])[CH2:5][CH2:4]1)=[CH2:2].C[N+]1([O-])CC[O:29]CC1.S([O-])(O)(=O)=O.[Na+].[OH2:39]>O1CCCC1.[Os](=O)(=O)(=O)=O>[OH:39][CH:1]([C:3]1([CH2:16][O:17][CH2:18][C:19]2[CH:20]=[CH:21][CH:22]=[CH:23][CH:24]=2)[CH2:8][CH2:7][N:6]([C:9]([O:11][C:12]([CH3:15])([CH3:13])[CH3:14])=[O:10])[CH2:5][CH2:4]1)[CH2:2][OH:29] |f:2.3|. Procedure: Osmium tetroxide (2.5 wt % solution in tert-butanol, 240 mL) was added to a mixture of 1,1-dimethylethyl 4-ethenyl-4-(phenylmethoxymethyl)-1-piperidinecarboxylate (Description 96, 1.01 g, 3 mmol) and N-methylmorpholine-N-oxide (460 mg, 4 mmol) in water (4 mL) and tetrahydrofuran (12 mL). The mixture was stirred at room temperature for 24 hours then saturated aqueous sodium hydrogen sulphate (5 mL) was added. The mixture was extracted with ethyl acetate (2×15 mL), the combined organic fractions w... Reactants: Cl.NC(CC(=O)OC)CC(=O)OC (dimethyl 3-aminoglutarate HCl), CN1CCOCC1 (NMM), Cl.N(C(=N)N)C=1C=C(C(NCC(=O)O)=O)C=CC1 (m-guanidinohippuric acid HCl). Reagents/catalysts: CN(C)C=1C=CN=CC1 (DMAP). Run in O (H2O), CN(C)C=O (DMF), N1=CC=CC=C1 (pyridine). Conditions: time 2 hour. Product: NN=CNC=1C=C(C=CC1)C(=O)NCC(=O)NC(CC(=O)OC)CC(=O)OC (3-[[2-[[[3-[(aminoiminomethyl)amino]phenyl]-carbonyl]amino]acetyl]amino]pentanedioic acid, bismethyl ester). As a reaction SMILES: Cl.[NH:2]([C:6]1[CH:7]=[C:8]([CH:16]=[CH:17][CH:18]=1)[C:9](=[O:15])[NH:10][CH2:11][C:12]([OH:14])=O)[C:3]([NH2:5])=N.Cl.[NH2:20][CH:21]([CH2:27][C:28]([O:30][CH3:31])=[O:29])[CH2:22][C:23]([O:25][CH3:26])=[O:24].C[N:33]1CCOCC1>CN(C=O)C.N1C=CC=CC=1.CN(C1C=CN=CC=1)C.O>[NH2:33][N:5]=[CH:3][NH:2][C:6]1[CH:7]=[C:8]([C:9]([NH:10][CH2:11][C:12]([NH:20][CH:21]([CH2:22][C:23]([O:25][CH3:26])=[O:24])[CH2:27][C:28]([O:30][CH3:31])=[O:29])=[O:14])=[O:15])[CH:16]=[CH:17][CH:18]=1 |f:0.1,2.3|. Reported procedure: A solution of m-guanidinohippuric acid HCl (1.5 g) in DMF (4.5 ml) and pyridine (4.5 ml) was treated with DSC (1.8 g) and a catalytic amount of DMAP. After 2 hours, a solution of dimethyl 3-aminoglutarate HCl (1.1 g) and NMM (350 μl) in H2O (3 ml) was added to the reaction. The reaction was stirred overnight at room temperature and the product was isolated by HPLC. 1.5 g of 3-[[2-[[[3-[(aminoiminomethyl)amino]phenyl]-carbonyl]amino]acetyl]amino]pentanedioic acid, bismethyl ester was obtained as ... Procedure details: Following general procedure A, a mixture of 4-chloroanisole (123 μL, 1.0 mmol), 2M methylamine (1 mL, 2.0 mmol), NaOt-Bu (120 mg, 1.2 mmol), BrettPhos precatalyst 10 (8 mg, 0.01 mmol), and t-BuOH (1 mL) was stirred at room temperature for 2 h. The crude product was purified via column chromatography (20:1 CH2Cl2/MeOH) to provide the title compound as a yellow liquid that turned into a tan solid upon standing (126 mg, 92%). 1H NMR (400 MHz, CDCl3) δ: 6.80 (dt, J=9.0, 2.3 Hz, 2H), 6.59 (dt, J=9.0,... Starting materials: ClC1=CC=C(C=C1)OC (4-chloroanisole), CN (methylamine), CC(C)(C)[O-].[Na+] (NaOt-Bu). Reaction conditions: time 2 hour. Run in CC(C)(C)O (t-BuOH). Reagents/catalysts: CC(C)C1=CC(=C(C(=C1)C(C)C)C2=C(C=CC(=C2P(C3CCCCC3)C4CCCCC4)OC)OC)C(C)C.C1=CC=C([C-]=C1)CCN.Cl[Pd+] (BrettPhos precatalyst). Reaction SMILES: Cl[C:2]1[CH:7]=[CH:6][C:5]([O:8][CH3:9])=[CH:4][CH:3]=1.[CH3:10][NH2:11].CC([O-])(C)C.[Na+]>CC(C1C=C(C(C)C)C(C2C(P(C3CCCCC3)C3CCCCC3)=C(OC)C=CC=2OC)=C(C(C)C)C=1)C.C1C=[C-]C(CCN)=CC=1.Cl[Pd+].CC(O)(C)C>[CH3:9][O:8][C:5]1[CH:6]=[CH:7][C:2]([NH:11][CH3:10])=[CH:3][CH:4]=1 |f:2.3,4.5.6|. Yields the product COC1=CC=C(NC)C=C1 (4-Methoxy-N-methylaniline).